This data is from the Open Reaction Database (ORD), a public repository of structured organic reaction records. The task is: describe an organic reaction: reactants, conditions, products, and yield Starting materials: O(C1=CC=CC=C1)CC(C)=O (phenoxy acetone). Run in CO (methanol). Conditions: time 24 hour. The product is O(C1=CC=CC=C1)CC(C)O (1-Phenoxy-2-propanol). As a reaction SMILES: [O:1]([CH2:8][C:9](=[O:11])[CH3:10])[C:2]1[CH:7]=[CH:6][CH:5]=[CH:4][CH:3]=1>CO>[O:1]([CH2:8][CH:9]([OH:11])[CH3:10])[C:2]1[CH:7]=[CH:6][CH:5]=[CH:4][CH:3]=1. Procedure details: To phenoxy acetone (1 mole) dissolved in methanol (500 ml), is added BH4K (1 mole) portionwise at 0° C. Stirring is continued at room temperature during 24 hours. The methanol is removed in vacuo over a water-bath, the residue is taken up into water and ether. The organic phase is washed with water to neutral pH, after which the material is dried and the residual oil is distilled after removal of the solvent. B.p. = 139° C./20 mm Hg. Reactants: C1(=CC=CC=C1)C (toluene), C(C)(C)(C)OC(=O)NC(CC)(O)C1=CC=CC=C1 (tert-butoxycarbonylamino-1-phenyl-propan-1-ol), solution, Cl (hydrogen chloride), O1CCOCC1 (dioxane). Yields the product Cl.N[C@H](CO)CC1=CC=CC=C1 ((2S)-2-Amino-3-phenyl-propan-1-ol hydrochloride). Reaction SMILES: C(OC([NH:8]C(C1C=CC=CC=1)(O)CC)=O)(C)(C)C.[ClH:19].[C:20]1([CH3:26])[CH:25]=[CH:24][CH:23]=[CH:22][CH:21]=1.[O:27]1CCO[CH2:29][CH2:28]1>>[ClH:19].[NH2:8][C@@H:29]([CH2:26][C:20]1[CH:25]=[CH:24][CH:23]=[CH:22][CH:21]=1)[CH2:28][OH:27] |f:4.5|. Procedure: A solution of 20.10 g (80.00 mmol) of (S)-2-(tert-butoxycarbonylamino-1-phenyl-propan-1-ol [J. Med. Chem. 33, 2707 (1990)] in 200 ml of a 4N solution of gaseous hydrogen chloride in anhydrous dioxane is stirred at room temperature for 30 min. After that, 60 ml of toluene are added and the mixture is concentrated in vacuo. This procedure is repeated a further two times and the residue is then triturated with a little ether, filtered off with suction and dried under high vacuum over KOH. 14.14 g (... Starting materials: CN1CCNCC1, COc1ccccc1, [Cl-], [Cl-], [Cl-], [Cl-], CCOC(=O)c1c(Nc2cc(Cl)ccc2N)sc2ccccc12, [Ti+4]. The product is CN1CCN(C2=Nc3ccc(Cl)cc3Nc3sc4ccccc4c32)CC1. As a reaction SMILES: [CH3:24][N:25]1[CH2:26][CH2:27][NH:28][CH2:29][CH2:30]1.[CH3:36][O:37][c:38]1[cH:39][cH:40][cH:41][cH:42][cH:43]1.[Cl-:31].[Cl-:32].[Cl-:33].[Cl-:34].[NH2:1][c:2]1[c:3]([NH:4][c:5]2[c:6]([C:14]([O:15][CH2:16][CH3:17])=[O:18])[c:7]3[c:8]([s:9]2)[cH:10][cH:11][cH:12][cH:13]3)[cH:19][c:20]([Cl:23])[cH:21][cH:22]1.[Ti+4:35]>>[N:1]1=[C:14]([N:28]2[CH2:27][CH2:26][N:25]([CH3:24])[CH2:30][CH2:29]2)[c:6]2[c:5]([s:9][c:8]3[c:7]2[cH:13][cH:12][cH:11][cH:10]3)[NH:4][c:3]2[c:2]1[cH:22][cH:21][c:20]([Cl:23])[cH:19]2.